Dataset: the Open Reaction Database (ORD), a public repository of structured organic reaction records. Task: describe an organic reaction: reactants, conditions, products, and yield Starting materials: N1C(CCC2=CC=CC=C12)C=O (tetrahydroquinolino aldehyde), CO (methanol), C1(CCCC2=CC=CC=C12)N (1,2,3,4-tetrahydro naphthyl amine). Reaction conditions: time 8 hour. The product is N1CCCC2=CC=CC(=C12)C=NC1CCCC2=CC=CC=C12 (1,2,3,4-tetrahydro-N-((1,2,3,4-tetrahydroquinolin-8-yl)methylene)-naphthalen-1-amine). Isolated yield 70.0%. Reaction SMILES: [NH:1]1[C:10]2[C:5](=[CH:6][CH:7]=[CH:8][CH:9]=2)[CH2:4][CH2:3][CH:2]1C=O.[CH:13]1([NH2:23])[C:22]2[C:17](=[CH:18][CH:19]=[CH:20][CH:21]=2)[CH2:16][CH2:15][CH2:14]1.[CH3:24]O>>[NH:1]1[C:10]2[C:5](=[CH:6][CH:7]=[CH:8][C:9]=2[CH:24]=[N:23][CH:13]2[C:22]3[C:17](=[CH:18][CH:19]=[CH:20][CH:21]=3)[CH2:16][CH2:15][CH2:14]2)[CH2:4][CH2:3][CH2:2]1. Procedure: 0.57 g of tetrahydroquinolino aldehyde was dissolved in 10 ml of methanol and then 0.51 ml of 1,2,3,4-tetrahydro naphthyl amine was slowly added thereto. The resulting mixture was stirred at room temperature overnight before some precipitates were slowly formed. Then, the resulting mixture was filtered while being washed with methanol to provide ivory solids as a clean product (0.72 g). (Yield: 70%) Starting materials: C(C)(=O)O (acetic acid), C=1C=CC2=C(C1)N=NN2O (HOBt), CN1CCOCC1 (4-methylmorpholine), C(CCl)Cl (EDC), NC1=CC=C(C=C1)C1=NN2C(C(=N1)NC1=CC(=C(C(=C1)OC)OC)OC)=C(N=C2C)C (N-[2-(4-Aminophenyl)-5,7-dimethylimidazo[5,1-f][1,2,4]triazin-4-yl]-N-(3,4,5-trimethoxyphenyl)amine). The product is CC=1N=C(N2N=C(N=C(C21)NC2=CC(=C(C(=C2)OC)OC)OC)C2=CC=C(C=C2)NC(C)=O)C (N-(4-{5,7-Dimethyl-4-[(3,4,5-trimethoxyphenyl)amino]imidazo[5,1-f][1,2,4]triazin-2-yl}phenyl)acetamide). As a reaction SMILES: [C:1]([OH:4])(=O)[CH3:2].C1C=CC2N(O)N=NC=2C=1.CN1CCOCC1.C(Cl)CCl.[NH2:26][C:27]1[CH:32]=[CH:31][C:30]([C:33]2[N:38]=[C:37]([NH:39][C:40]3[CH:45]=[C:44]([O:46][CH3:47])[C:43]([O:48][CH3:49])=[C:42]([O:50][CH3:51])[CH:41]=3)[C:36]3=[C:52]([CH3:56])[N:53]=[C:54]([CH3:55])[N:35]3[N:34]=2)=[CH:29][CH:28]=1>>[CH3:56][C:52]1[N:53]=[C:54]([CH3:55])[N:35]2[C:36]=1[C:37]([NH:39][C:40]1[CH:41]=[C:42]([O:50][CH3:51])[C:43]([O:48][CH3:49])=[C:44]([O:46][CH3:47])[CH:45]=1)=[N:38][C:33]([C:30]1[CH:29]=[CH:28][C:27]([NH:26][C:1](=[O:4])[CH3:2])=[CH:32][CH:31]=1)=[N:34]2. Reported procedure: 14.28 mg (0.24 mmol) of acetic acid, 32.14 mg (0.24 mmol) of HOBt, 72.17 mg (0.71 mmol) of 4-methylmorpholine, 45.6 mg (0.24 mmol) of EDC and 100 mg (0.24 mmol) of N-[2-(4-aminophenyl)-5,7-dimethylimidazo[5,1-f][1,2,4]triazin-4-yl]-N-(3,4,5-trimethoxyphenyl)amine from example 3 are reacted analogously to example 2. The work-up is carried out by HPLC separation.